Dataset: the Open Reaction Database (ORD), a public repository of structured organic reaction records. Task: describe an organic reaction: reactants, conditions, products, and yield The reactants are CCOCC(=O)OC(CC)C(C)C1OC1CC(C)C=CC=C(C)C1OC(=O)CC(O)CCC(C)(OC(C)OCC)C(OC(C)=O)C=CC1C, CO, CCOC(C)=O, Cc1ccc(S(=O)(=O)[O-])cc1, c1cc[nH+]cc1. The product is CCOCC(=O)OC(CC)C(C)C1OC1CC(C)C=CC=C(C)C1OC(=O)CC(O)CCC(C)(O)C(OC(C)=O)C=CC1C. Reaction SMILES: [C:18]([CH3:19])(=[O:20])[O:21][CH:22]1[C:23]([CH3:60])([O:61][CH:62]([O:63][CH2:64][CH3:65])[CH3:66])[CH2:24][CH2:25][CH:26]([OH:59])[CH2:27][C:28](=[O:29])[O:30][CH:31]([C:36](=[CH:37][CH:38]=[CH:39][CH:40]([CH2:41][CH:42]2[CH:43]([CH:44]([CH:45]([CH2:46][CH3:47])[O:48][C:49]([CH2:50][O:51][CH2:52][CH3:53])=[O:54])[CH3:55])[O:56]2)[CH3:57])[CH3:58])[CH:32]([CH3:35])[CH:33]=[CH:34]1.[CH3:67][OH:68].[CH3:69][CH2:70][O:71][C:72](=[O:73])[CH3:74].[c:1]1([CH3:2])[cH:3][cH:4][c:5]([S:6]([O-:7])(=[O:8])=[O:9])[cH:10][cH:11]1.[nH+:12]1[cH:13][cH:14][cH:15][cH:16][cH:17]1>>[C:18]([CH3:19])(=[O:20])[O:21][CH:22]1[C:23]([CH3:60])([OH:61])[CH2:24][CH2:25][CH:26]([OH:59])[CH2:27][C:28](=[O:29])[O:30][CH:31]([C:36](=[CH:37][CH:38]=[CH:39][CH:40]([CH2:41][CH:42]2[CH:43]([CH:44]([CH:45]([CH2:46][CH3:47])[O:48][C:49]([CH2:50][O:51][CH2:52][CH3:53])=[O:54])[CH3:55])[O:56]2)[CH3:57])[CH3:58])[CH:32]([CH3:35])[CH:33]=[CH:34]1.